From a dataset of the Open Reaction Database (ORD), a public repository of structured organic reaction records. describe an organic reaction: reactants, conditions, products, and yield The reagents and catalysts are [H][H].[Pd] (H2 Pd—C). Yields the product OCCN1C=NC2=C1C(=C(C=C2)N)Br (3-(2-hydroxyethyl)-4-bromo-5-aminobenzimidazole), OCCN1C=NC2=C1C=CC(=C2Br)N (1-(2-hydroxyethyl) -4-bromo-5-aminobenzimidazole). The reactants are N (NH3), 1- and 3-(2-5 hydroxyethyl)-5-nitrobenzimidazole, [N+](=O)([O-])C1=CC2=C(N=CN2)C=C1 (5-nitrobenzimidazole), OCCBr (2-hydroxyethyl bromide), amine, BrBr (Br2), amines. Yield: 11.0%. Run in C(C)(C)O.C(Cl)(Cl)Cl (isopropanol CHCl3), CC(=O)O (AcOH), CC(=O)O (AcOH). Reported procedure: A reaction of 5-nitrobenzimidazole (3.3 g, 20 mmol) and 2-hydroxyethyl bromide (2.2 ml, 31 mmol) in a procedure described in Example 9 produces a mixture of 1- and 3-(2-5 hydroxyethyl)-5-nitrobenzimidazole, which was converted to the corresponding amines in hydrogenation (H2/Pd—C). The amine mixture (3.4 g, 19 mmol) in 50 ml of AcOH was added solution of Br2 in AcOH until it produces a precipitation. The reaction mixture was concentrated in vacuo to provide a brown solid which was subjected to c... RXN SMILES: [N+:1]([C:4]1[CH:12]=[CH:11][C:7]2[N:8]=[CH:9][NH:10][C:6]=2[CH:5]=1)([O-])=O.[OH:13][CH2:14][CH2:15]Br.[Br:17]Br.N>CC(O)=O.[H][H].[Pd].C(O)(C)C.C(Cl)(Cl)Cl>[OH:13][CH2:14][CH2:15][N:10]1[C:6]2[C:5]([Br:17])=[C:4]([NH2:1])[CH:12]=[CH:11][C:7]=2[N:8]=[CH:9]1.[OH:13][CH2:14][CH2:15][N:8]1[C:7]2[CH:11]=[CH:12][C:4]([NH2:1])=[C:5]([Br:17])[C:6]=2[N:10]=[CH:9]1 |f:5.6,7.8|. Reactants: CO, [Cl-], Nc1c([N+](=O)[O-])cc(Oc2cccnc2)c(Cl)c1Oc1cccnc1, [Fe], [NH4+], O. Product: Nc1cc(Oc2cccnc2)c(Cl)c(Oc2cccnc2)c1N. As a reaction SMILES: [CH3:28][OH:29].[Cl-:1].[Cl:3][c:4]1[c:5]([O:21][c:22]2[cH:23][n:24][cH:25][cH:26][cH:27]2)[c:6]([NH2:7])[c:8]([N+:18]([O-:19])=[O:20])[cH:9][c:10]1[O:11][c:12]1[cH:13][n:14][cH:15][cH:16][cH:17]1.[Fe:31].[NH4+:2].[OH2:30]>>[Cl:3][c:4]1[c:5]([O:21][c:22]2[cH:23][n:24][cH:25][cH:26][cH:27]2)[c:6]([NH2:7])[c:8]([NH2:18])[cH:9][c:10]1[O:11][c:12]1[cH:13][n:14][cH:15][cH:16][cH:17]1. Yields the product CNC1=C(C(=O)N2N=C(C3=CC=CC=C23)O)C=C(C=C1)C (1-(2-Methylamino-5-methylbenzoyl)-1H-indazol-3-ol). Procedure: 1H-Indazol-3-ol was reacted with N-methyl-5-methylisatoic anhydride according to the general procedue A above and afforded the desired amine as yellow solid in 40.5% yield; m.p. 173°-175° C. The reactants are N1N=C(C2=CC=CC=C12)O (1H-Indazol-3-ol), CN1C=2C(C(=O)OC1=O)=CC(=CC2)C (N-methyl-5-methylisatoic anhydride). Reaction SMILES: [NH:1]1[C:9]2[C:4](=[CH:5][CH:6]=[CH:7][CH:8]=2)[C:3]([OH:10])=[N:2]1.[CH3:11][N:12]1C(=O)O[C:15](=[O:16])[C:14]2=[CH:20][C:21]([CH3:24])=[CH:22][CH:23]=[C:13]12>>[CH3:11][NH:12][C:13]1[CH:23]=[CH:22][C:21]([CH3:24])=[CH:20][C:14]=1[C:15]([N:1]1[C:9]2[C:4](=[CH:5][CH:6]=[CH:7][CH:8]=2)[C:3]([OH:10])=[N:2]1)=[O:16]. The yield is 40.5%. Reactants: Cc1c(Br)c(F)c2oc(C3CC3)nc2c1C#N, C1COCCO1, [Cl-], OB(O)c1ccccc1F, [K+], [K+], [K+], [NH4+], O=P([O-])([O-])[O-], c1ccc(P(c2ccccc2)(c2ccccc2)[Pd](P(c2ccccc2)(c2ccccc2)c2ccccc2)(P(c2ccccc2)(c2ccccc2)c2ccccc2)P(c2ccccc2)(c2ccccc2)c2ccccc2)cc1. The product is Cc1c(-c2ccccc2F)c(F)c2oc(C3CC3)nc2c1C#N. Reaction SMILES: [Br:1][c:2]1[c:3]([F:17])[c:4]2[c:5]([n:6][c:7]([CH:9]3[CH2:10][CH2:11]3)[o:8]2)[c:12]([C:15]#[N:16])[c:13]1[CH3:14].[CH2:38]1[O:39][CH2:40][CH2:41][O:42][CH2:43]1.[Cl-:36].[F:18][c:19]1[c:20]([B:25]([OH:26])[OH:27])[cH:21][cH:22][cH:23][cH:24]1.[K+:33].[K+:34].[K+:35].[NH4+:37].[P:28]([O-:29])([O-:30])([O-:31])=[O:32].[cH:44]1[cH:45][cH:46][c:47]([P:48]([Pd:49]([P:50]([c:51]2[cH:52][cH:53][cH:54][cH:55][cH:56]2)([c:57]2[cH:58][cH:59][cH:60][cH:61][cH:62]2)[c:63]2[cH:64][cH:65][cH:66][cH:67][cH:68]2)([P:69]([c:70]2[cH:71][cH:72][cH:73][cH:74][cH:75]2)([c:76]2[cH:77][cH:78][cH:79][cH:80][cH:81]2)[c:82]2[cH:83][cH:84][cH:85][cH:86][cH:87]2)[P:88]([c:89]2[cH:90][cH:91][cH:92][cH:93][cH:94]2)([c:95]2[cH:96][cH:97][cH:98][cH:99][cH:100]2)[c:101]2[cH:102][cH:103][cH:104][cH:105][cH:106]2)([c:107]2[cH:108][cH:109][cH:110][cH:111][cH:112]2)[c:113]2[cH:114][cH:115][cH:116][cH:117][cH:118]2)[cH:119][cH:120]1>>[c:2]1(-[c:20]2[c:19]([F:18])[cH:24][cH:23][cH:22][cH:21]2)[c:3]([F:17])[c:4]2[c:5]([n:6][c:7]([CH:9]3[CH2:10][CH2:11]3)[o:8]2)[c:12]([C:15]#[N:16])[c:13]1[CH3:14]. Reactants: N1C=C(C2=CC=CC=C12)C=1CCN(CC1)CCCN1N=C2N(C=CC=C2)C1=O (2-{3-[4-(1H-Indol-3-yl)-3,6-dihydro-2H-pyridin-1-yl]-propyl}-2H-[1,2,4]triazolo[4,3-a]pyridin-3-one), N1CCC(CC1)C1=CNC2=CC=CC=C12 (3-Piperidin-4-yl-1H-indole), O=C1N(N=C2N1C=CC=C2)CCOS(=O)(=O)C2=CC=C(C=C2)C (toluene-4-sulfonic acid 2-(3-oxo-[1,2,4]triazolo[4,3-a]pyridin-2-yl)-ethyl ester). Product: N1C=C(C2=CC=CC=C12)C1CCN(CC1)CCN1N=C2N(C=CC=C2)C1=O (2-{2-[4-(1H-Indol-3-yl)-piperidin-1-yl]-ethyl}-2H-[1,2,4]triazolo[4,3-a]pyridin-3-one), compound. As a reaction SMILES: [NH:1]1[C:9]2[C:4](=[CH:5][CH:6]=[CH:7][CH:8]=2)[C:3]([C:10]2[CH2:11][CH2:12][N:13]([CH2:16][CH2:17]CN3C(=O)N4C=CC=CC4=N3)[CH2:14][CH:15]=2)=[CH:2]1.[O:29]=[C:30]1[N:34]2[CH:35]=[CH:36][CH:37]=[CH:38][C:33]2=[N:32][N:31]1CCOS(C1C=CC(C)=CC=1)(=O)=O.N1CCC(C2C3C(=CC=CC=3)NC=2)CC1>>[NH:1]1[C:9]2[C:4](=[CH:5][CH:6]=[CH:7][CH:8]=2)[C:3]([CH:10]2[CH2:15][CH2:14][N:13]([CH2:16][CH2:17][N:31]3[C:30](=[O:29])[N:34]4[CH:35]=[CH:36][CH:37]=[CH:38][C:33]4=[N:32]3)[CH2:12][CH2:11]2)=[CH:2]1. Reported procedure: 2-{2-[4-(1H-Indol-3-yl)-piperidin-1-yl]-ethyl}-2H-[1,2,4]triazolo[4,3-a]pyridin-3-one was prepared in a similar fashion to of 2-{2-[4-(1H-Indol-3-yl)-3,6-dihydro-2H-pyridin-1-yl]-ethyl}-2H-[1,2,4]triazolo[4,3-a]pyridin-3-one (example 22) using of toluene-4-sulfonic acid 2-(3-oxo-[1,2,4]triazolo[4,3-a]pyridin-2-yl)-ethyl ester and 3-Piperidin-4-yl-1H-indole. Yield: 70 mg of compound was obtained (39%). mp: 142° C.; M+: 362.1; H-NMR: 8.14 (b, 1H, NH), 7.74 (m, 1H), 7.62 (m, 1H), 7.35(m, 1H), 7.08 ... Starting materials: ClC1=NC(=C(C(=N1)Cl)OCC(=O)N(CC)OC)N1CCOCC1 (2-(2,4-dichloro-6-morpholin-4-yl-pyrimidin-5-yloxy)-N-methoxy-N-ethyl-acetamide), C[Mg]Br (methylmagnesium bromide). Solvent: C1CCOC1 (THF). Run at time 3 hour. Yields the product ClC1=NC(=C(C(=N1)Cl)OCC(C)=O)N1CCOCC1 (1-(2,4-Dichloro-6-morpholin-4-yl-pyrimidin-5-yloxy)-propan-2-one). The yield is 79.5%. RXN SMILES: [Cl:1][C:2]1[N:7]=[C:6]([Cl:8])[C:5]([O:9][CH2:10][C:11](N(OC)CC)=[O:12])=[C:4]([N:18]2[CH2:23][CH2:22][O:21][CH2:20][CH2:19]2)[N:3]=1.[CH3:24][Mg]Br>C1COCC1>[Cl:1][C:2]1[N:7]=[C:6]([Cl:8])[C:5]([O:9][CH2:10][C:11](=[O:12])[CH3:24])=[C:4]([N:18]2[CH2:23][CH2:22][O:21][CH2:20][CH2:19]2)[N:3]=1. Procedure details: To a solution of 2-(2,4-dichloro-6-morpholin-4-yl-pyrimidin-5-yloxy)-N-methoxy-N-ethyl-acetamide (200 mg, 0.60 mmol) in THF (4 mL) at −78° C. was added methylmagnesium bromide (1.28 mL, 1.79 mmol, 1.4 M solution in THF/toluene) and the resulting mixture warmed to RT and stirred for 3 hours. The resulting mixture was quenched with 1M HCl and extracted with ethyl acetate. The combined organic extracts were washed with brine, then dried (Na2SO4) and concentrated in vacuo affording 1-(2,4-Dichloro-6... The reactants are O=C1N(c2ccc(OC(F)(F)F)cc2)CCC12CCN(S(=O)(=O)c1cccnc1Cl)CC2, NCCO. Product: O=C1N(c2ccc(OC(F)(F)F)cc2)CCC12CCN(S(=O)(=O)c1cccnc1NCCO)CC2. As a reaction SMILES: [Cl:1][c:2]1[n:3][cH:4][cH:5][cH:6][c:7]1[S:8](=[O:9])(=[O:10])[N:11]1[CH2:12][CH2:13][C:14]2([CH2:15][CH2:16][N:17]([c:20]3[cH:21][cH:22][c:23]([O:26][C:27]([F:28])([F:29])[F:30])[cH:24][cH:25]3)[C:18]2=[O:19])[CH2:31][CH2:32]1.[NH2:33][CH2:34][CH2:35][OH:36]>>[c:2]1([NH:33][CH2:34][CH2:35][OH:36])[n:3][cH:4][cH:5][cH:6][c:7]1[S:8](=[O:9])(=[O:10])[N:11]1[CH2:12][CH2:13][C:14]2([CH2:15][CH2:16][N:17]([c:20]3[cH:21][cH:22][c:23]([O:26][C:27]([F:28])([F:29])[F:30])[cH:24][cH:25]3)[C:18]2=[O:19])[CH2:31][CH2:32]1.